Dataset: the Open Reaction Database (ORD), a public repository of structured organic reaction records. Task: describe an organic reaction: reactants, conditions, products, and yield Starting materials: ClC1=NC=NC2=CC=CC(=C12)F (4-chloro-5-fluoroquinazoline), FC=1C=C(CN2N=CC3=CC(=CC=C23)N)C=CC1 (1-(3-fluorobenzyl)-1H-indazol-5-amine), C(C)(C)N(CC)C(C)C (diisopropylethylamine). Solvent: C(C)(C)O (isopropanol). Conditions: temperature 80 celsius. Product: FC1=C2C(=NC=NC2=CC=C1)NC=1C=C2C=NN(C2=CC1)CC1=CC(=CC=C1)F (5-fluoro-N-[1-(3-fluorobenzyl)-1H-indazol-5-yl]quinazolin-4-amine). The yield is 82.6%. Reaction SMILES: Cl[C:2]1[C:11]2[C:6](=[CH:7][CH:8]=[CH:9][C:10]=2[F:12])[N:5]=[CH:4][N:3]=1.[F:13][C:14]1[CH:15]=[C:16]([CH:28]=[CH:29][CH:30]=1)[CH2:17][N:18]1[C:26]2[C:21](=[CH:22][C:23]([NH2:27])=[CH:24][CH:25]=2)[CH:20]=[N:19]1.C(N(C(C)C)CC)(C)C>C(O)(C)C>[F:12][C:10]1[CH:9]=[CH:8][CH:7]=[C:6]2[C:11]=1[C:2]([NH:27][C:23]1[CH:22]=[C:21]3[C:26](=[CH:25][CH:24]=1)[N:18]([CH2:17][C:16]1[CH:28]=[CH:29][CH:30]=[C:14]([F:13])[CH:15]=1)[N:19]=[CH:20]3)=[N:3][CH:4]=[N:5]2. Procedure: A mixture of 4-chloro-5-fluoroquinazoline (1.82 g, 10 mmol), 1-(3-fluorobenzyl)-1H-indazol-5-amine (2.41 g, 10 mmol, obtained as described in WO 98/02438) and diisopropylethylamine (1.74 ml, 10 mmol) in isopropanol (20 ml) was heated at 80° C. for 45 minutes. On cooling to ambient temperature, the product was filtered off and washed with isopropanol and ether. The precipitated solid was dried under high vacuum to give 5-fluoro-N-[1-(3-fluorobenzyl)-1H-indazol-5-yl]quinazolin-4-amine (3.2 g, 83%)... The reactants are COCCl, CCN(C(C)C)C(C)C, ClCCl, O, Cc1cc(C)c(C=O)c(O)c1. The product is COCOc1cc(C)cc(C)c1C=O. RXN SMILES: [CH3:21][O:22][CH2:23][Cl:24].[CH:12]([N:13]([CH:14]([CH3:15])[CH3:16])[CH2:17][CH3:18])([CH3:19])[CH3:20].[Cl:26][CH2:27][Cl:28].[OH2:25].[OH:1][c:2]1[c:3]([CH:4]=[O:5])[c:6]([CH3:11])[cH:7][c:8]([CH3:10])[cH:9]1>>[O:1]([c:2]1[c:3]([CH:4]=[O:5])[c:6]([CH3:11])[cH:7][c:8]([CH3:10])[cH:9]1)[CH2:23][O:22][CH3:21]. Starting materials: C(C)(C)(C)OC(=O)N1CCC(CC1)[C@]1(CC=2C(=CN=C(C2)Cl)O1)C ((R)-4-(5-chloro-2-methyl-2,3-dihydro-furo[2,3-c]pyridin-2-yl)-piperidine-1-carboxylic acid tert-butyl ester), CS(=O)(=O)N1CCC(=CC1)B1OC(C(O1)(C)C)(C)C (1-(methylsulfonyl)-4-(4,4,5,5-tetramethyl-1,3,2-dioxaborolan-2-yl)-1,2,3,6-tetrahydropyridine), Intermediate 6. The product is C(C)(C)(C)OC(=O)N1CCC(CC1)[C@]1(CC=2C(=CN=C(C2)C=2CCN(CC2)S(=O)(=O)C)O1)C ((R)-4-[5-(1-Methanesulfonyl-1,2,3,6-tetrahydro-pyridin-4-yl)-2-methyl-2,3-dihydro-furo[2,3-c]pyridin-2-yl]-piperidine-1-carboxylic acid tert-butyl ester). Reaction SMILES: [C:1]([O:5][C:6]([N:8]1[CH2:13][CH2:12][CH:11]([C@:14]2([CH3:24])[O:23][C:17]3=[CH:18][N:19]=[C:20](Cl)[CH:21]=[C:16]3[CH2:15]2)[CH2:10][CH2:9]1)=[O:7])([CH3:4])([CH3:3])[CH3:2].[CH3:25][S:26]([N:29]1[CH2:34][CH:33]=[C:32](B2OC(C)(C)C(C)(C)O2)[CH2:31][CH2:30]1)(=[O:28])=[O:27]>>[C:1]([O:5][C:6]([N:8]1[CH2:13][CH2:12][CH:11]([C@:14]2([CH3:24])[O:23][C:17]3=[CH:18][N:19]=[C:20]([C:32]4[CH2:33][CH2:34][N:29]([S:26]([CH3:25])(=[O:28])=[O:27])[CH2:30][CH:31]=4)[CH:21]=[C:16]3[CH2:15]2)[CH2:10][CH2:9]1)=[O:7])([CH3:4])([CH3:3])[CH3:2]. Procedure details: The title compound is prepared from (R)-4-(5-chloro-2-methyl-2,3-dihydro-furo[2,3-c]pyridin-2-yl)-piperidine-1-carboxylic acid tert-butyl ester and 1-(methylsulfonyl)-4-(4,4,5,5-tetramethyl-1,3,2-dioxaborolan-2-yl)-1,2,3,6-tetrahydropyridine following a procedure analogous to that described for Intermediate 6. Mass spectrum (ESI+): m/z=478 [M+H]+.